From a dataset of the Open Reaction Database (ORD), a public repository of structured organic reaction records. describe an organic reaction: reactants, conditions, products, and yield Reactants: C(C)(C)(C)OC(=O)N(S(=O)(=O)C1=CC=CC=C1)C=1N=C2N(C=CC=C2)C1C1CC1 (N-(tert-Butoxycarbonyl)-N-(3-cyclopropylimidazo[1,2-a]pyridin-2-yl)benzenesulfonamide), FC(C(=O)O)(F)F (trifluoroacetic acid). Solvent: C(Cl)Cl (methylene chloride). Conditions: time 5 hour. The product is C1(CC1)C1=C(N=C2N1C=CC=C2)NS(=O)(=O)C2=CC=CC=C2 (N-(3-Cyclopropylimidazo[1,2-a]pyridin-2-yl)benzenesulfonamide). Reaction SMILES: C(OC([N:8]([C:18]1[N:19]=[C:20]2[CH:25]=[CH:24][CH:23]=[CH:22][N:21]2[C:26]=1[CH:27]1[CH2:29][CH2:28]1)[S:9]([C:12]1[CH:17]=[CH:16][CH:15]=[CH:14][CH:13]=1)(=[O:11])=[O:10])=O)(C)(C)C.FC(F)(F)C(O)=O>C(Cl)Cl>[CH:27]1([C:26]2[N:21]3[CH:22]=[CH:23][CH:24]=[CH:25][C:20]3=[N:19][C:18]=2[NH:8][S:9]([C:12]2[CH:17]=[CH:16][CH:15]=[CH:14][CH:13]=2)(=[O:10])=[O:11])[CH2:29][CH2:28]1. Procedure details: To a solution of compound 12-E (0.083 g, 0.2 mmol) in methylene chloride (2 mL) was added trifluoroacetic acid (1 mL) and the resulting mixture was stirred at room temperature for 5 h. The solvent was evaporated in vacuo and the crude product, isolated as a light yellow oil, was used in the next step without further purification; MS m/z (M+H+) 314. Starting materials: [OH-].[Na+] (sodium hydroxide), C(=O)(Cl)Cl (phosgene), C(=O)(Cl)Cl (phosgene), NC1=NC(=CC=C1)Cl (2-amino-6-chloropyridine), C(C)(C)N(C(C)C)CC (N,N-diisopropylethylamine), C(C)(C)(C)O (t-butanol). Solvent: O (water), C(C)(=O)OCC (ethyl acetate), C(C)(=O)OCC (ethyl acetate). Conditions: temperature -15 celsius, time 3 hour. The product is C(C)(C)(C)OC(NC1=NC(=CC=C1)Cl)=O ((6-chloro-pyridin-2-yl)-carbamic acid tert-butyl ester). The yield is 93.0%. Reaction SMILES: [C:1](Cl)(Cl)=[O:2].[NH2:5][C:6]1[CH:11]=[CH:10][CH:9]=[C:8]([Cl:12])[N:7]=1.C(N(CC)C(C)C)(C)C.[C:22]([OH:26])([CH3:25])([CH3:24])[CH3:23].[OH-].[Na+]>O.C(OCC)(=O)C>[C:22]([O:26][C:1](=[O:2])[NH:5][C:6]1[CH:11]=[CH:10][CH:9]=[C:8]([Cl:12])[N:7]=1)([CH3:25])([CH3:24])[CH3:23] |f:4.5|. Procedure details: 64 mL of ethyl acetate were added to a reaction system and cooled to about −15° C. with a salt and ice bath followed by blowing in 10.6 g (107 millimoles) of phosgene. A mixed solution containing 5.5 g (42.8 millimoles) of 2-amino-6-chloropyridine, 11.1 g (85.6 millimoles) of N,N-diisopropylethylamine, 6.34 g (85.5 millimoles) of t-butanol and 43 mL of ethyl acetate were dropped into this phosgene solution over the course of 2.5 hours while holding the internal temperature at −15° C. to −5° C. F...